This data is from the Open Reaction Database (ORD), a public repository of structured organic reaction records. The task is: describe an organic reaction: reactants, conditions, products, and yield Run at temperature 70 celsius, time 7 hour. Product: FC(OC=1C=CC2=C(NC(O2)=O)C1)(F)F (5-(trifluoromethoxy)-1,3-benzoxazol-2(3H)-one). Reported procedure: To a mixture of 2-amino-4-(trifluoromethoxy)phenol (1.01 g) and 1,4-dioxane (20 mL) was added CDI (1.10 g), followed by heating and stirring at 70° C. for 7 hours. The reaction mixture was cooled to room temperature, and then the solvent was concentrated to a half of the volume under reduced pressure. To the obtained residue was added water (30 mL), followed by adjusting to pH 4 by the addition of concentrated hydrochloric acid under ice-cooling, and stirring at the same temperature for 1 hour. ... Starting materials: NC1=C(C=CC(=C1)OC(F)(F)F)O (2-amino-4-(trifluoromethoxy)phenol), C1=CN(C=N1)C(=O)N2C=CN=C2 (CDI). The yield is 72.4%. As a reaction SMILES: [NH2:1][C:2]1[CH:7]=[C:6]([O:8][C:9]([F:12])([F:11])[F:10])[CH:5]=[CH:4][C:3]=1[OH:13].C1N=CN([C:19](N2C=NC=C2)=[O:20])C=1>O1CCOCC1>[F:12][C:9]([F:10])([F:11])[O:8][C:6]1[CH:5]=[CH:4][C:3]2[O:13][C:19](=[O:20])[NH:1][C:2]=2[CH:7]=1. The solvent is O1CCOCC1 (1,4-dioxane). The reactants are C(=O)(C(F)(F)F)O (TFA), C(C)(C)(C)OC(=O)N[C@@H]1CCC2=CC=C(C=C12)C(=O)OC ((R)-methyl 3-(tert-butoxycarbonyl-amino)-2,3-dihydro-1H-indene-5-carboxylate), crude product. Solvent: ClCCl (dichloromethane). Conditions: time 1 hour. The product is N[C@@H]1CCC2=CC=C(C=C12)C(=O)OC ((R)-Methyl 3-amino-2,3-dihydro-1H-indene-5-carboxylate). RXN SMILES: C(O)(C(F)(F)F)=O.C(OC([NH:15][C@H:16]1[C:24]2[C:19](=[CH:20][CH:21]=[C:22]([C:25]([O:27][CH3:28])=[O:26])[CH:23]=2)[CH2:18][CH2:17]1)=O)(C)(C)C>ClCCl>[NH2:15][C@H:16]1[C:24]2[C:19](=[CH:20][CH:21]=[C:22]([C:25]([O:27][CH3:28])=[O:26])[CH:23]=2)[CH2:18][CH2:17]1. Procedure: TFA (10 ml) was added dropwise at 0° C. to a solution of (R)-methyl 3-(tert-butoxycarbonyl-amino)-2,3-dihydro-1H-indene-5-carboxylate (2.3 g, 7.9 mmol, 1 eq) in dichloromethane (50 ml), and stirring was carried out for 1 h at RT. Then the solvent was reduced under reduced pressure. The crude product was used in the following stage without being purified and analyzed further. The reactants are C1(CC1)C(=O)O (cyclopropanecarboxylic acid), C(C)(C)(C)OC(NC1(CC1)C1=NC=C(C=C1)C(NO)=N)=O ({1-[5-(N-hydroxycarbamimidoyl)-pyridin-2-yl]-cyclopropyl}-carbamic acid tert-butyl ester), C(=O)(N1C=NC=C1)N1C=NC=C1 (Carbonyldiimidazole). Solvent: CN(C)C=O (DMF), CN(C)C=O (DMF). Run at temperature 100 celsius, time 2 hour. The product is C(C)(C)(C)OC(NC1(CC1)C1=NC=C(C=C1)C1=NOC(=N1)C1CC1)=O ({1-[5-(5-cyclopropyl-1,2,4-oxadiazol-3-yl)-pyridin-2-yl]-cyclopropyl}-carbamic acid tert-butyl ester). The yield is 25.4%. As a reaction SMILES: [CH:1]1([C:4]([OH:6])=O)[CH2:3][CH2:2]1.C(N1C=CN=C1)(N1C=CN=C1)=O.[C:19]([O:23][C:24](=[O:39])[NH:25][C:26]1([C:29]2[CH:34]=[CH:33][C:32]([C:35](=[NH:38])[NH:36]O)=[CH:31][N:30]=2)[CH2:28][CH2:27]1)([CH3:22])([CH3:21])[CH3:20]>CN(C=O)C>[C:19]([O:23][C:24](=[O:39])[NH:25][C:26]1([C:29]2[CH:34]=[CH:33][C:32]([C:35]3[N:36]=[C:4]([CH:1]4[CH2:3][CH2:2]4)[O:6][N:38]=3)=[CH:31][N:30]=2)[CH2:28][CH2:27]1)([CH3:22])([CH3:20])[CH3:21]. Procedure details: An 8-mL vial was charged with cyclopropanecarboxylic acid (78.5 μL, 0.99 mmol) and DMF (1.0 mL). Carbonyldiimidazole (176 mg, 1.09 mmol) was added to the vial at room temperature. The clear reaction mixture was stirred for 2 h and then added to another 8-mL vial containing {1-[5-(N-hydroxycarbamimidoyl)-pyridin-2-yl]-cyclopropyl}-carbamic acid tert-butyl ester (430 mg, 1.47 mmol) in 1.0 mL of DMF. The resulting pale yellow reaction mixture was stirred at room temperature for 30 min and then heat... Reactants: C(C1=CC=CC=C1)C1=C(C=C2C=C(C(OC2=C1)C(F)(F)F)C(=O)O)Cl (7-benzyl-6-chloro-2-(trifluoromethyl)-2H-chromene-3-carboxylic acid). Run in CO (MeOH). Product: C(C1=CC=CC=C1)C1=C(C=C2C=C([C@H](OC2=C1)C(F)(F)F)C(=O)O)Cl ((2S)-7-benzyl-6-chloro-2-(trifluoromethyl)-2H-chromene-3-carboxylic acid). RXN SMILES: [CH2:1]([C:8]1[CH:17]=[C:16]2[C:11]([CH:12]=[C:13]([C:22]([OH:24])=[O:23])[CH:14]([C:18]([F:21])([F:20])[F:19])[O:15]2)=[CH:10][C:9]=1[Cl:25])[C:2]1[CH:7]=[CH:6][CH:5]=[CH:4][CH:3]=1>CO>[CH2:1]([C:8]1[CH:17]=[C:16]2[C:11]([CH:12]=[C:13]([C:22]([OH:24])=[O:23])[C@@H:14]([C:18]([F:20])([F:21])[F:19])[O:15]2)=[CH:10][C:9]=1[Cl:25])[C:2]1[CH:3]=[CH:4][CH:5]=[CH:6][CH:7]=1. Procedure details: A racemic mixture of the compound prepared in Example 9k, Step 3 was chirally resolved using the same protocol as for Example 9d, Step 1 as peak 1 with retention time 4.27 min: ESHRMS m/z 367.0343 (M−H, C18H11ClF3O3, Calc'd 367.0329). 1HNMR (DMSO-d6/400 MHz) 13.34 (brs, 1H), 7.81 (s, 1H), 7.61 (s, 1H), 7.25-7.29 (m, 2H), 7.17-7.19 (m, 3H), 6.99 (s, 1H), 5.89 (q, 1H, J=7.1 Hz), 4.00 (s, 2H). [a]25589=−1.4 degrees (in MeOH).